This data is from the Open Reaction Database (ORD), a public repository of structured organic reaction records. The task is: describe an organic reaction: reactants, conditions, products, and yield The reactants are CCOP(=O)(CC#N)OCC, [H-], [Na+], C1CCOC1, Nc1c(C=O)cnn1CCOC(c1ccccc1)(c1ccccc1)c1ccccc1. Product: N#CC=Cc1cnn(CCOC(c2ccccc2)(c2ccccc2)c2ccccc2)c1N. RXN SMILES: [CH2:3]([O:4][P:5](=[O:6])([O:7][CH2:8][CH3:9])[CH2:11][C:12]#[N:13])[CH3:10].[H-:1].[Na+:2].[O:44]1[CH2:45][CH2:46][CH2:47][CH2:48]1.[c:14]1([C:20]([O:21][CH2:22][CH2:23][n:24]2[n:25][cH:26][c:27]([CH:30]=[O:31])[c:28]2[NH2:29])([c:32]2[cH:33][cH:34][cH:35][cH:36][cH:37]2)[c:38]2[cH:39][cH:40][cH:41][cH:42][cH:43]2)[cH:15][cH:16][cH:17][cH:18][cH:19]1>>[CH:11]([C:12]#[N:13])=[CH:30][c:27]1[cH:26][n:25][n:24]([CH2:23][CH2:22][O:21][C:20]([c:14]2[cH:15][cH:16][cH:17][cH:18][cH:19]2)([c:32]2[cH:33][cH:34][cH:35][cH:36][cH:37]2)[c:38]2[cH:39][cH:40][cH:41][cH:42][cH:43]2)[c:28]1[NH2:29]. The reactants are Cl, C1COCCO1, CCOC(=O)CC(c1ccccc1)c1c[nH]c2cc(OCCCNc3ncc[nH]3)ccc12. Yields the product O=C(O)CC(c1ccccc1)c1c[nH]c2cc(OCCCNc3ncc[nH]3)ccc12. RXN SMILES: [ClH:33].[O:34]1[CH2:35][CH2:36][O:37][CH2:38][CH2:39]1.[c:1]1([CH:7]([CH2:8][C:9](=[O:10])[O:11][CH2:12][CH3:13])[c:14]2[cH:15][nH:16][c:17]3[cH:18][c:19]([O:23][CH2:24][CH2:25][CH2:26][NH:27][c:28]4[nH:29][cH:30][cH:31][n:32]4)[cH:20][cH:21][c:22]23)[cH:2][cH:3][cH:4][cH:5][cH:6]1>>[c:1]1([CH:7]([CH2:8][C:9](=[O:10])[OH:11])[c:14]2[cH:15][nH:16][c:17]3[cH:18][c:19]([O:23][CH2:24][CH2:25][CH2:26][NH:27][c:28]4[n:29][cH:30][cH:31][nH:32]4)[cH:20][cH:21][c:22]23)[cH:2][cH:3][cH:4][cH:5][cH:6]1.